From a dataset of the Open Reaction Database (ORD), a public repository of structured organic reaction records. describe an organic reaction: reactants, conditions, products, and yield The reactants are COC(CC(CC(=O)OC)=O)=O (3-oxo-pentanedioic acid dimethyl ester), C(#N)CC(=O)O (cyanoacetic acid), NH4OAc, C(C)(=O)O (acetic acid). Run in C1(=CC=CC=C1)C (toluene). Yields the product COC(CC(CC(=O)OC)=CC#N)=O (3-cyanomethylene-pentanedioic acid dimethyl ester). The yield is 68.1%. RXN SMILES: [CH3:1][O:2][C:3](=[O:12])[CH2:4][C:5](=O)[CH2:6][C:7]([O:9][CH3:10])=[O:8].[C:13]([CH2:15]C(O)=O)#[N:14].C(O)(=O)C>C1(C)C=CC=CC=1>[CH3:1][O:2][C:3](=[O:12])[CH2:4][C:5](=[CH:15][C:13]#[N:14])[CH2:6][C:7]([O:9][CH3:10])=[O:8]. Reported procedure: To a solution of 3-oxo-pentanedioic acid dimethyl ester (523 g) in toluene (750 mL), cyanoacetic acid (511 g), NH4OAc (46.3 g) and acetic acid (90.1 g) were added and heated at reflux with dehydrating by Dean-Stark apparatus for 8 h. After cooling to room temperature, the reaction mixture was washed with water, saturated aqueous NaHCO3 solution and brine. The organic phase was dried over MgSO4, filtered, and concentrated under reduced pressure to give crude 3-cyanomethylene-pentanedioic acid dim... The reactants are NC=1C=NC=CC1N (3,4-diaminopyridine), FC=1C=C(C(=O)O)C=CC1 (3-fluorobenzoic acid), polyphosphoric acid, [OH-].[Na+] (sodium hydroxide). Run in O (water). Conditions: temperature 200 celsius, time 3.5 hour. The product is FC=1C=C(C=CC1)C=1NC2=C(C=NC=C2)N1 (2-(3-fluorophenyl)imidazo[4,5-c]pyridine). Isolated yield 81.0%. As a reaction SMILES: [NH2:1][C:2]1[CH:3]=[N:4][CH:5]=[CH:6][C:7]=1[NH2:8].[F:9][C:10]1[CH:11]=[C:12]([CH:16]=[CH:17][CH:18]=1)[C:13](O)=O.[OH-].[Na+]>O>[F:9][C:10]1[CH:11]=[C:12]([C:13]2[NH:8][C:7]3[CH:6]=[CH:5][N:4]=[CH:3][C:2]=3[N:1]=2)[CH:16]=[CH:17][CH:18]=1 |f:2.3|. Reported procedure: A mixture of 3,4-diaminopyridine (1.09 g., 1 mmoles), 3-fluorobenzoic acid (1.40 g., 10 mmoles), and polyphosphoric acid (PPA, 40 g.) was heated to about 200° C. with stirring for 3.5 hours. The solution was then slowly added to water. The solution was then neutralized by the addition of 50% aqueous sodium hydroxide and the resulting precipitate was collected by filtration. Crystallization from isopropanol/water gave 1.72 g. (81% yield) of 2-(3-fluorophenyl)imidazo[4,5-c]pyridine (base), m.p. ab... Reactants: COC(=O)c1nc2n(CC(=O)N3CCCCC3)ccn2c(=O)c1OC(C)=O, CO, [K+], [K+], O=C([O-])[O-]. Yields the product COC(=O)c1nc2n(CC(=O)N3CCCCC3)ccn2c(=O)c1O. As a reaction SMILES: [CH3:1][O:2][C:3](=[O:4])[c:5]1[n:6][c:7]2[n:8]([c:9](=[O:15])[c:10]1[O:11][C:12](=[O:13])[CH3:14])[cH:16][cH:17][n:18]2[CH2:19][C:20]([N:21]1[CH2:22][CH2:23][CH2:24][CH2:25][CH2:26]1)=[O:27].[CH3:34][OH:35].[K+:28].[K+:29].[O-:30][C:31]([O-:32])=[O:33]>>[CH3:1][O:2][C:3](=[O:4])[c:5]1[n:6][c:7]2[n:8]([c:9](=[O:15])[c:10]1[OH:11])[cH:16][cH:17][n:18]2[CH2:19][C:20]([N:21]1[CH2:22][CH2:23][CH2:24][CH2:25][CH2:26]1)=[O:27]. Reactants: O=C([O-])O, CCCCNC(=O)C1=CCC2C3CCc4cc(O)ccc4C3CCC12C, NS(=O)(=O)Cl, [H-], [Na+], [Na+], CN(C)C=O. Yields the product CCCCNC(=O)C1=CCC2C3CCc4cc(OS(N)(=O)=O)ccc4C3CCC12C. RXN SMILES: [C:34](=[O:35])([OH:36])[O-:37].[CH2:3]([CH2:4][CH2:5][CH3:6])[NH:7][C:8](=[O:9])[C:10]1=[CH:15][CH2:14][CH:13]2[C:11]1([CH3:12])[CH2:27][CH2:26][CH:25]1[CH:16]2[CH2:17][CH2:18][c:19]2[cH:20][c:21]([OH:28])[cH:22][cH:23][c:24]21.[Cl:29][S:30](=[O:31])(=[O:32])[NH2:33].[H-:1].[Na+:2].[Na+:38].[O:39]=[CH:40][N:41]([CH3:42])[CH3:43]>>[CH2:3]([CH2:4][CH2:5][CH3:6])[NH:7][C:8](=[O:9])[C:10]1=[CH:15][CH2:14][CH:13]2[C:11]1([CH3:12])[CH2:27][CH2:26][CH:25]1[CH:16]2[CH2:17][CH2:18][c:19]2[cH:20][c:21]([O:28][S:30](=[O:31])(=[O:32])[NH2:33])[cH:22][cH:23][c:24]21. Reactants: COC(C1=CC(=CC=C1)CBr)=O (Methyl-3-(bromomethyl)benzoate), N1CCCC1 (pyrrolidine), C(=O)([O-])[O-].[K+].[K+] (K2CO3). The solvent is CN(C)C=O (DMF). Yields the product COC(C1=CC(=CC=C1)CN1CCCC1)=O (3-pyrrolidin-1-ylmethyl-benzoic acid methyl ester). RXN SMILES: [CH3:1][O:2][C:3](=[O:12])[C:4]1[CH:9]=[CH:8][CH:7]=[C:6]([CH2:10]Br)[CH:5]=1.[NH:13]1[CH2:17][CH2:16][CH2:15][CH2:14]1.C([O-])([O-])=O.[K+].[K+]>CN(C=O)C>[CH3:1][O:2][C:3](=[O:12])[C:4]1[CH:9]=[CH:8][CH:7]=[C:6]([CH2:10][N:13]2[CH2:17][CH2:16][CH2:15][CH2:14]2)[CH:5]=1 |f:2.3.4|. Reported procedure: Methyl-3-(bromomethyl)benzoate (0.115 g, 0.5 mmol), pyrrolidine (0.036 g, 0.5 mmol) and K2CO3 (0.069 g, 0.5 mmol) were dissolved in DMF (2.5 ml) and stirred at reflux for 18 h. The reaction mixture was the reduced in vacuo and subject to column chromatography eluting with hexane ethyl acetate (1:1) to give the crude 3-pyrrolidin-1-ylmethyl-benzoic acid methyl ester, which was added to a solution of LiOH (0.014 g, 0.33 mmol) in 1:1 THF:H2O (1 ml). The reaction mixture was stirred at ambient tempe... The reactants are CI, CCOC(C)=O, CC(C)NC(C)C, CS(=O)(=O)C1Cc2cc(Cl)ccc2C1O, [Li], C1CCOC1, O. Yields the product CC(C)S(=O)(=O)C1Cc2cc(Cl)ccc2C1O. Reaction SMILES: [CH3:24][I:25].[CH3:32][CH2:33][O:34][C:35](=[O:36])[CH3:37].[CH:16]([NH:17][CH:20]([CH3:21])[CH3:22])([CH3:18])[CH3:19].[Cl:1][c:2]1[cH:3][c:4]2[c:8]([cH:9][cH:10]1)[CH:7]([OH:11])[CH:6]([S:12](=[O:13])(=[O:14])[CH3:15])[CH2:5]2.[Li:23].[O:27]1[CH2:28][CH2:29][CH2:30][CH2:31]1.[OH2:26]>>[Cl:1][c:2]1[cH:3][c:4]2[c:8]([cH:9][cH:10]1)[CH:7]([OH:11])[CH:6]([S:12](=[O:13])(=[O:14])[CH:20]([CH3:21])[CH3:22])[CH2:5]2. Starting materials: [BH4-], CCO, [Na+], C1CCOC1, O, CCCc1oc(-c2ccccc2)nc1COc1ccc(C=O)cc1. Yields the product CCCc1oc(-c2ccccc2)nc1COc1ccc(CO)cc1. As a reaction SMILES: [BH4-:33].[CH3:30][CH2:31][OH:32].[Na+:34].[O:25]1[CH2:26][CH2:27][CH2:28][CH2:29]1.[OH2:35].[c:1]1(-[c:7]2[o:8][c:9]([CH2:22][CH2:23][CH3:24])[c:10]([CH2:12][O:13][c:14]3[cH:15][cH:16][c:17]([CH:18]=[O:19])[cH:20][cH:21]3)[n:11]2)[cH:2][cH:3][cH:4][cH:5][cH:6]1>>[c:1]1(-[c:7]2[o:8][c:9]([CH2:22][CH2:23][CH3:24])[c:10]([CH2:12][O:13][c:14]3[cH:15][cH:16][c:17]([CH2:18][OH:19])[cH:20][cH:21]3)[n:11]2)[cH:2][cH:3][cH:4][cH:5][cH:6]1. The reactants are C=O (Paraformaldehyde), [H-].[Na+] (sodium hydride), FC=1C=C(C=CC1)C1C=2N(CCC1)N=C(N2)\C=C\C2=CC(=C(C=C2)N2C=NC(=C2)C)OC (8-(3-fluorophenyl)-2-{(E)-2-[3-methoxy-4-(4-methyl-1H-imidazol-1-yl)phenyl]vinyl}-5,6,7,8-tetrahydro[1,2,4]triazolo[1,5-a]pyridine), 2, O.C([O-])(O)=O.[Na+] (sodium bicarbonate water). Solvent: CN(C)C=O (DMF), C(C)(=O)OCC (ethyl acetate). Run at time 30 minute. Yields the product FC=1C=C(C=CC1)C1(C=2N(CCC1)N=C(N2)\C=C\C2=CC(=C(C=C2)N2C=NC(=C2)C)OC)CO ((8-(3-fluorophenyl)-2-{(E)-2-[3-methoxy-4-(4-methyl-1H-imidazol-1-yl)phenyl]vinyl}-5,6,7,8-tetrahydro[1,2,4]triazolo[1,5-a]pyridin-8-yl)methanol). RXN SMILES: C=O.[H-].[Na+].[F:5][C:6]1[CH:7]=[C:8]([CH:12]2[CH2:17][CH2:16][CH2:15][N:14]3[N:18]=[C:19](/[CH:21]=[CH:22]/[C:23]4[CH:28]=[CH:27][C:26]([N:29]5[CH:33]=[C:32]([CH3:34])[N:31]=[CH:30]5)=[C:25]([O:35][CH3:36])[CH:24]=4)[N:20]=[C:13]23)[CH:9]=[CH:10][CH:11]=1.O.[C:38](=O)(O)[O-:39].[Na+]>CN(C=O)C.C(OCC)(=O)C>[F:5][C:6]1[CH:7]=[C:8]([C:12]2([CH2:38][OH:39])[CH2:17][CH2:16][CH2:15][N:14]3[N:18]=[C:19](/[CH:21]=[CH:22]/[C:23]4[CH:28]=[CH:27][C:26]([N:29]5[CH:33]=[C:32]([CH3:34])[N:31]=[CH:30]5)=[C:25]([O:35][CH3:36])[CH:24]=4)[N:20]=[C:13]23)[CH:9]=[CH:10][CH:11]=1 |f:1.2,4.5.6|. Procedure details: Paraformaldehyde (186 mg) and sodium hydride (containing 40% of mineral oil, 28.7 mg) were added to a solution of 8-(3-fluorophenyl)-2-{(E)-2-[3-methoxy-4-(4-methyl-1H-imidazol-1-yl)phenyl]vinyl}-5,6,7,8-tetrahydro[1,2,4]triazolo[1,5-a]pyridine synthesized by the method in Examples 1 and 2 (154 mg) in DMF (3 mL), and the reaction solution was stirred at room temperature for 30 minutes. Thereafter, ethyl acetate and saturated sodium bicarbonate water were added to the reaction solution, and the o...